Dataset: the Open Reaction Database (ORD), a public repository of structured organic reaction records. Task: describe an organic reaction: reactants, conditions, products, and yield Reactants: ClC1=NC=C(C=2C=CC(=NC12)C)B(O)O (8-chloro-2-methyl-[1,7]naphthyridine-5-boronic acid), BrC1=NC(=CC=C1)C (2-bromo-6-methylpyridine), NC=1N=C(SC1)C (4-amino-2-methylthiazole). Product: CC1=NC2=C(N=CC(=C2C=C1)C1=NC(=CC=C1)C)NC=1N=C(SC1)C ([2-Methyl-5-(6-methyl-pyridin-2-yl)-[1,7]naphthyridin-8-yl]-(2-methyl-thiazol-4-yl)-amine). As a reaction SMILES: Cl[C:2]1[C:11]2[N:10]=[C:9]([CH3:12])[CH:8]=[CH:7][C:6]=2[C:5](B(O)O)=[CH:4][N:3]=1.Br[C:17]1[CH:22]=[CH:21][CH:20]=[C:19]([CH3:23])[N:18]=1.[NH2:24][C:25]1[N:26]=[C:27]([CH3:30])[S:28][CH:29]=1>>[CH3:12][C:9]1[CH:8]=[CH:7][C:6]2[C:11](=[C:2]([NH:24][C:25]3[N:26]=[C:27]([CH3:30])[S:28][CH:29]=3)[N:3]=[CH:4][C:5]=2[C:17]2[CH:22]=[CH:21][CH:20]=[C:19]([CH3:23])[N:18]=2)[N:10]=1. Procedure details: The title compound, MS: m/e=348.2 (M+H+), was prepared in accordance with the general method of example 15 step 1 and step 3 from 8-chloro-2-methyl-[1,7]naphthyridine-5-boronic acid (Example L), 2-bromo-6-methylpyridine and 4-amino-2-methylthiazole (Example F). The reactants are BrC1CCC(C2=CC=C(C=C12)Br)(C)C (4,6-dibromo-1,1-dimethyl-1,2,3,4-tetrahydronaphthalene), BrC1CCC(C2=CC=C(C=C12)Br)(C)C (4,6-dibromo-1,1-dimethyl-1,2,3,4-tetrahydronaphthalene), C(C)(=S)[O-].[K+] (potassium thioacetate). Solvent: C1CCOC1 (THF). Product: BrC=1C=C2C(CCC(C2=CC1)(C)C)C(C)=S (6-Bromo-1,2,3,4-tetrahydro-1,1-dimethyl-4-thioacetylnaphthalene). RXN SMILES: Br[CH:2]1[C:11]2[C:6](=[CH:7][CH:8]=[C:9]([Br:12])[CH:10]=2)[C:5]([CH3:14])([CH3:13])[CH2:4][CH2:3]1.[C:15]([O-])(=[S:17])[CH3:16].[K+]>C1COCC1>[Br:12][C:9]1[CH:10]=[C:11]2[C:6](=[CH:7][CH:8]=1)[C:5]([CH3:14])([CH3:13])[CH2:4][CH2:3][CH:2]2[C:15](=[S:17])[CH3:16] |f:1.2|. Procedure details: Employing the above-described procedure for the conversion of 6-bromo-1,2,3,4-tetrahydro-1,1-dimethylnaphthalene naphthalene (Compound F) to the dibromonaphthalene derivative (Compond I), 3.5 g (14.6 mmol) of (Compound F), 2.86 g (16.1 mmol) of N-bromosuccinimide and 150 mg (0.62 mmol ) of benzoylperoxide gave crude 4,6-dibromo-1,2,3,4-tetrahydro-1,1-dimethylnaphthalene (Compound I). To a solution of this crude dibromonaphthalene derivative (Compound I) in 50 ml of THF was added 5.38 g (47.1 mmo... Starting materials: NCCC1=CC=C(C=C1)O (Tyramine), C1=CC(=C(C=C1[C@H](CN)O)O)O (NE), monoamines, C1=CC(=CC=C1C(CN)O)O (OA), NCCC1=CC=C(C=C1)O (TA), C1=CC(=C(C=C1[C@H](CN)O)O)O (NE), NCCC1=CC=C(C=C1)O (TA), NCCC1=CC=C(C=C1)O (TA), C1=CC(=CC=C1C(CN)O)O (OA), C1=CC(=C(C=C1[C@H](CN)O)O)O (NE), C1=CC(=CC=C1C(CN)O)O (octopamine), C1=CC(=C(C=C1[C@H](CN)O)O)O (norepinephrine), C1=CC(=CC=C1C(CN)O)O (OA). The product is NCCC1=CC(O)=C(O)C=C1 (Dopamine). As a reaction SMILES: NCCC1C=CC(O)=CC=1.C1C(C(O)CN)=CC=C(O)C=1.[CH:22]1[C:27]([C@@H:28](O)[CH2:29][NH2:30])=[CH:26][C:25]([OH:32])=[C:24]([OH:33])[CH:23]=1>>[NH2:30][CH2:29][CH2:28][C:27]1[CH:22]=[CH:23][C:24]([OH:33])=[C:25]([OH:32])[CH:26]=1. Procedure details: Tyramine (TA), octopamine (OA) and norepinephrine (NE), naturally occurring monoamines that have a similar structure to DA, were tested together with DA for their ability to inhibit 3H-DA uptake. The concentration range of an unlabeled competitive inhibitor was selected according to the expected IC50 value. The IC50 values obtained were 0.39±0.11 μM for TA, 1.92±0.28 μM for OA, 4.10±1.02 μM for DA and 22.04±2.94 μM for NE. The apparent Ki values (calculation based on Cheng et al., (1973) Biochem... The reactants are O.NN (Hydrazine hydrate), COC=1N=C2C=3OC(C(NC3C=NC2=CC1)=O)[C@@H]1CC[C@H](CC1)N1C(C2=CC=CC=C2C1=O)=O (2-[trans-4-(6-methoxy-2-oxo-2,3-dihydro-1H-4-oxa-1,5,9-triaza-phenanthren-3-yl)-cyclohexyl]-isoindole-1,3-dione). The solvent is ClCCl (dichloromethane), CO (methanol). Run at time 2 hour. The product is N[C@@H]1CC[C@H](CC1)C1C(NC=2C=NC3=CC=C(N=C3C2O1)OC)=O (3-(trans-4-amino-cyclohexyl)-6-methoxy-1H-4-oxa-1,5,9-triaza-phenanthren-2-one). The yield is 31.5%. RXN SMILES: O.NN.[CH3:4][O:5][C:6]1[N:7]=[C:8]2[C:17](=[CH:18][CH:19]=1)[N:16]=[CH:15][C:14]1[NH:13][C:12](=[O:20])[CH:11]([C@H:21]3[CH2:26][CH2:25][C@H:24]([N:27]4C(=O)C5C(=CC=CC=5)C4=O)[CH2:23][CH2:22]3)[O:10][C:9]2=1>ClCCl.CO>[NH2:27][C@H:24]1[CH2:25][CH2:26][C@H:21]([CH:11]2[O:10][C:9]3[C:8]4[C:17](=[CH:18][CH:19]=[C:6]([O:5][CH3:4])[N:7]=4)[N:16]=[CH:15][C:14]=3[NH:13][C:12]2=[O:20])[CH2:22][CH2:23]1 |f:0.1|. Procedure details: Hydrazine hydrate (2M solution in methanol, 10 mL, 20.0 mmol, 7.96 eq) is added at room temperature to a stirred solution of 2-[trans-4-(6-methoxy-2-oxo-2,3-dihydro-1H-4-oxa-1,5,9-triaza-phenanthren-3-yl)-cyclohexyl]-isoindole-1,3-dione (1.15 g, 2.51 mmol, 1.0 eq) in dichloromethane (15 mL) and methanol (15 mL). After 16 hours stirring at room temperature and 2 hours stirring at 55° C., solvent is removed and the residue is purified by preparative HPLC to afford 3-(trans-4-amino-cyclohexyl)-6-me... The reactants are BrB(Br)Br, COc1ccc(CC2CCC3=C(C2)CC(C)C(=O)N3)cc1, CO, ClCCl, Cl. Yields the product CC1CC2=C(CCC(Cc3ccc(O)cc3)C2)NC1=O. Reaction SMILES: [B:22]([Br:23])([Br:24])[Br:25].[CH3:1][O:2][c:3]1[cH:4][cH:5][c:6]([CH2:9][CH:10]2[CH2:11][C:12]3=[C:17]([NH:16][C:15](=[O:20])[CH:14]([CH3:21])[CH2:13]3)[CH2:18][CH2:19]2)[cH:7][cH:8]1.[CH3:30][OH:31].[Cl:27][CH2:28][Cl:29].[ClH:26]>>[OH:2][c:3]1[cH:4][cH:5][c:6]([CH2:9][CH:10]2[CH2:11][C:12]3=[C:17]([NH:16][C:15](=[O:20])[CH:14]([CH3:21])[CH2:13]3)[CH2:18][CH2:19]2)[cH:7][cH:8]1. Reactants: COC(=O)C(C)(C)Cc1cccc(OCc2ccccc2)c1, CO, Cl. The product is COC(=O)C(C)(C)Cc1cccc(O)c1. Reaction SMILES: [CH3:1][C:2]([C:3](=[O:4])[O:5][CH3:6])([CH2:7][c:8]1[cH:9][c:10]([O:14][CH2:15][c:16]2[cH:17][cH:18][cH:19][cH:20][cH:21]2)[cH:11][cH:12][cH:13]1)[CH3:22].[CH3:23][OH:24].[ClH:25]>>[CH3:1][C:2]([C:3](=[O:4])[O:5][CH3:6])([CH2:7][c:8]1[cH:9][c:10]([OH:14])[cH:11][cH:12][cH:13]1)[CH3:22]. Reactants: Cc1cc(C)cc(Sc2[nH]c(=O)[nH]c(=O)c2C(C)C)c1, ClCc1nc2ccccc2o1. Yields the product Cc1cc(C)cc(Sc2c(C(C)C)c(=O)[nH]c(=O)n2Cc2nc3ccccc3o2)c1. RXN SMILES: [CH:1]([CH3:2])([CH3:3])[c:4]1[c:5](=[O:20])[nH:6][c:7](=[O:19])[nH:8][c:9]1[S:10][c:11]1[cH:12][c:13]([CH3:18])[cH:14][c:15]([CH3:17])[cH:16]1.[Cl:21][CH2:22][c:23]1[o:24][c:25]2[c:26]([n:27]1)[cH:28][cH:29][cH:30][cH:31]2>>[CH:1]([CH3:2])([CH3:3])[c:4]1[c:5](=[O:20])[nH:6][c:7](=[O:19])[n:8]([CH2:22][c:23]2[o:24][c:25]3[c:26]([n:27]2)[cH:28][cH:29][cH:30][cH:31]3)[c:9]1[S:10][c:11]1[cH:12][c:13]([CH3:18])[cH:14][c:15]([CH3:17])[cH:16]1. Starting materials: ice, ice, [Cl-].[Al+3].[Cl-].[Cl-] (aluminum chloride), COC=1C(C(=O)[O-])=CC=CC1 (methylsalicylate), C(CCCCC)(=O)Cl (n-hexanoyl chloride). Solvent: C(=S)=S (carbon disulfide), C(=S)=S (carbon disulfide). Reaction conditions: temperature 2.5 celsius, time 24 hour. Yields the product C(CCCCC)(=O)C1=CC=C(C(C(=O)O)=C1)O (5-n-hexanoylsalicylic acid). Yield: 77.0%. RXN SMILES: [Cl-].[Al+3].[Cl-].[Cl-].C[O:6][C:7]1[C:8](=[CH:12][CH:13]=[CH:14][CH:15]=1)[C:9]([O-:11])=[O:10].[C:16](Cl)(=[O:22])[CH2:17][CH2:18][CH2:19][CH2:20][CH3:21]>C(=S)=S>[C:16]([C:13]1[CH:12]=[C:8]([C:9]([OH:11])=[O:10])[C:7]([OH:6])=[CH:15][CH:14]=1)(=[O:22])[CH2:17][CH2:18][CH2:19][CH2:20][CH3:21] |f:0.1.2.3|. Reported procedure: A one-liter three-neck flask is fitted with a 250 ml dropping funnel, a mechanical overhead stirrer, and a condenser with a drying tube. A mixture of anhydrous aluminum chloride (120 g., 0.9 moles) and carbon disulfide (250 ml) is placed in the flask and cooled to 0-5 degrees C. with an ice bath. A solution of methylsalicylate (45.6 g., 0.3 mole) and n-hexanoyl chloride (81.4 g., 0.6 mole) in carbon disulfide (50 ml) is then added through the dropping funnel over the course of three hours while ... The reactants are COC1=CC(=C(C=C1)B(O)O)C=O (4-methoxy-2-formylphenylboronic acid), BrC=1N(C2=CC(=CC=C2C1C1CCCCC1)C(=O)OC)CC1OCCO1 (methyl 2-bromo-3-cyclohexyl-1-(1,3-dioxolan-2-ylmethyl)-1H-indole-6-carboxylate), C(=O)([O-])[O-].[Na+].[Na+] (Na2CO3), COC1=CC(=C(C=C1)B(O)O)C=O (4-methoxy-2-formylphenylboronic acid). The reagents and catalysts are Cl[Pd]([P](C1=CC=CC=C1)(C2=CC=CC=C2)C3=CC=CC=C3)([P](C4=CC=CC=C4)(C5=CC=CC=C5)C6=CC=CC=C6)Cl (bis(triphenylphosphine)palladium(II) dichloride), [Pd](Cl)Cl.C1(=CC=CC=C1)P(C1=CC=CC=C1)C1=CC=CC=C1.C1(=CC=CC=C1)P(C1=CC=CC=C1)C1=CC=CC=C1 (bis(triphenylphosphine) palladium(II) dichloride). Solvent: O1CCOCC1 (dioxane). Conditions: time 30 minute. Product: C1(CCCCC1)C1=C(N(C2=CC(=CC=C12)C(=O)OC)CC1OCCO1)C1=C(C=C(C=C1)OC)C=O (methyl 3-cyclohexyl-1-(1,3-dioxolan-2-ylmethyl)-2-(2-formyl-4-methoxyphenyl)-1H-indole-6-carboxylate). Yield: 72.0%. Reaction SMILES: Br[C:2]1[N:3]([CH2:21][CH:22]2[O:26][CH2:25][CH2:24][O:23]2)[C:4]2[C:9]([C:10]=1[CH:11]1[CH2:16][CH2:15][CH2:14][CH2:13][CH2:12]1)=[CH:8][CH:7]=[C:6]([C:17]([O:19][CH3:20])=[O:18])[CH:5]=2.C([O-])([O-])=O.[Na+].[Na+].[CH3:33][O:34][C:35]1[CH:40]=[CH:39][C:38](B(O)O)=[C:37]([CH:44]=[O:45])[CH:36]=1>O1CCOCC1.[Pd](Cl)Cl.C1(P(C2C=CC=CC=2)C2C=CC=CC=2)C=CC=CC=1.C1(P(C2C=CC=CC=2)C2C=CC=CC=2)C=CC=CC=1>[CH:11]1([C:10]2[C:9]3[C:4](=[CH:5][C:6]([C:17]([O:19][CH3:20])=[O:18])=[CH:7][CH:8]=3)[N:3]([CH2:21][CH:22]3[O:23][CH2:24][CH2:25][O:26]3)[C:2]=2[C:38]2[CH:39]=[CH:40][C:35]([O:34][CH3:33])=[CH:36][C:37]=2[CH:44]=[O:45])[CH2:16][CH2:15][CH2:14][CH2:13][CH2:12]1 |f:1.2.3,6.7.8|. Reported procedure: To a solution of methyl 2-bromo-3-cyclohexyl-1-(1,3-dioxolan-2-ylmethyl)-1H-indole-6-carboxylate in dioxane (0.1 M) was added Na2CO3 (6 eq, 2 M aqueous solution), 4-methoxy-2-formylphenylboronic acid (2 eq) and bis(triphenylphosphine) palladium(II) dichloride (0.2 eq). The mixture was degassed before being heated at reflux for 30 min. RP-HPLC analysis of the reaction mixture showed starting material persisted. The reaction mixture was allowed to cool and an additional 1 eq of 4-methoxy-2-formylp...